From a dataset of the Open Reaction Database (ORD), a public repository of structured organic reaction records. describe an organic reaction: reactants, conditions, products, and yield Starting materials: O=C([O-])[O-], CCOC(C)=O, OCc1ccc(Cl)cn1, ClCCl, [Na+], [Na+], CN(C)C=O, O, O=S(Cl)Cl. The product is ClCc1ccc(Cl)cn1. RXN SMILES: [C:19](=[O:20])([O-:21])[O-:22].[CH3:29][CH2:30][O:31][C:32]([CH3:33])=[O:34].[Cl:1][c:2]1[cH:3][cH:4][c:5]([CH2:8][OH:9])[n:6][cH:7]1.[Cl:25][CH2:26][Cl:27].[Na+:23].[Na+:24].[O:14]=[CH:15][N:16]([CH3:17])[CH3:18].[OH2:28].[S:10]([Cl:11])([Cl:12])=[O:13]>>[Cl:1][c:2]1[cH:3][cH:4][c:5]([CH2:8][Cl:12])[n:6][cH:7]1. Starting materials: BrC1=CC=C(C=C1)S(=O)(=O)N[C@H](C(=O)O)CCCC ((S)-2-(4-bromobenzenesulfonylamino) hexanoic acid), C1(CCCCC1)N=C=NC1CCCCC1 (N,N'-dicyclohexylcarbodiimide), NC=1C=C(C(=O)OCC)C=CC1 (ethyl 3-aminobenzoate). Solvent: ClCCl (dichloromethane). The product is BrC1=CC=C(C=C1)S(=O)(=O)N[C@H](C(=O)NC1=CC(=CC=C1)C(=O)OCC)CCCC ((S)-2-(4-bromobenzenesulfonylamino)-N-(3-ethoxycarbonylphenyl)hexanamide). Reaction SMILES: [Br:1][C:2]1[CH:7]=[CH:6][C:5]([S:8]([NH:11][C@@H:12]([CH2:16][CH2:17][CH2:18][CH3:19])[C:13]([OH:15])=O)(=[O:10])=[O:9])=[CH:4][CH:3]=1.[NH2:20][C:21]1[CH:22]=[C:23]([CH:29]=[CH:30][CH:31]=1)[C:24]([O:26][CH2:27][CH3:28])=[O:25].C1(N=C=NC2CCCCC2)CCCCC1>ClCCl>[Br:1][C:2]1[CH:3]=[CH:4][C:5]([S:8]([NH:11][C@@H:12]([CH2:16][CH2:17][CH2:18][CH3:19])[C:13]([NH:20][C:21]2[CH:31]=[CH:30][CH:29]=[C:23]([C:24]([O:26][CH2:27][CH3:28])=[O:25])[CH:22]=2)=[O:15])(=[O:9])=[O:10])=[CH:6][CH:7]=1. Reported procedure: The procedure described in Example 180 was repeated, except that (S)-2-(4-bromobenzenesulfonylamino) hexanoic acid (3.64 g) and ethyl 3-aminobenzoate (1.47 ml) were condensed in dichloromethane (40 ml) in the presence of N,N'-dicyclohexylcarbodiimide (2.57 g). The reaction mixture was filtered, and the filtrate was concentrated. The resulting crude product was recrystallized from toluene to obtain (S)-2-(4-bromobenzenesulfonylamino)-N-(3-ethoxycarbonylphenyl)hexanamide (1.85 g). Yields the product CCC(=O)ON=C(Nc1ccc(F)c(Cl)c1)c1nonc1N. The reactants are CCC(=O)Cl, CCN(C(C)C)C(C)C, ClCCl, Nc1nonc1C(=NO)Nc1ccc(F)c(Cl)c1. RXN SMILES: [C:28]([CH2:29][CH3:30])(=[O:31])[Cl:32].[CH:19]([N:20]([CH2:21][CH3:22])[CH:23]([CH3:24])[CH3:25])([CH3:26])[CH3:27].[Cl:33][CH2:34][Cl:35].[NH2:1][c:2]1[c:3]([C:7]([NH:8][c:9]2[cH:10][c:11]([Cl:16])[c:12]([F:15])[cH:13][cH:14]2)=[N:17][OH:18])[n:4][o:5][n:6]1>>[NH2:1][c:2]1[c:3]([C:7]([NH:8][c:9]2[cH:10][c:11]([Cl:16])[c:12]([F:15])[cH:13][cH:14]2)=[N:17][O:18][C:28]([CH2:29][CH3:30])=[O:31])[n:4][o:5][n:6]1. Starting materials: FC1=C(C=C(C=C1)C)NC1=C(C=NC=2N1N=CC2S(=O)(=O)N)C(=O)N2CCC(CC2)C2=CC=C(C=C2)F (7-(2-fluoro-5-methylphenylamino)-6-[4-(4-fluorophenyl)piperidine-1-carbonyl]pyrazolo[1,5-a]pyrimidine-3-sulfonamide), C1(CC1)N=C=O (cyclopropylisocyanate). Product: FC1=C(C=C(C=C1)C)NC1=C(C=NC=2N1N=CC2S(=O)(=O)NC(NC2CC2)=O)C(=O)N2CCC(CC2)C2=CC=C(C=C2)F (7-(2-fluoro-5-methylphenylamino)-N-(cyclopropylcarbamoyl)-6-[4-(4-fluorophenyl)piperidine-1-carbonyl]pyrazolo[1,5-a]pyrimidine-3-sulfonamide). The yield is 45.8%. RXN SMILES: [F:1][C:2]1[CH:7]=[CH:6][C:5]([CH3:8])=[CH:4][C:3]=1[NH:9][C:10]1[N:15]2[N:16]=[CH:17][C:18]([S:19]([NH2:22])(=[O:21])=[O:20])=[C:14]2[N:13]=[CH:12][C:11]=1[C:23]([N:25]1[CH2:30][CH2:29][CH:28]([C:31]2[CH:36]=[CH:35][C:34]([F:37])=[CH:33][CH:32]=2)[CH2:27][CH2:26]1)=[O:24].[CH:38]1([N:41]=[C:42]=[O:43])[CH2:40][CH2:39]1>>[F:1][C:2]1[CH:7]=[CH:6][C:5]([CH3:8])=[CH:4][C:3]=1[NH:9][C:10]1[N:15]2[N:16]=[CH:17][C:18]([S:19]([NH:22][C:42](=[O:43])[NH:41][CH:38]3[CH2:40][CH2:39]3)(=[O:21])=[O:20])=[C:14]2[N:13]=[CH:12][C:11]=1[C:23]([N:25]1[CH2:30][CH2:29][CH:28]([C:31]2[CH:32]=[CH:33][C:34]([F:37])=[CH:35][CH:36]=2)[CH2:27][CH2:26]1)=[O:24]. Reported procedure: Using 7-(2-fluoro-5-methylphenylamino)-6-[4-(4-fluorophenyl)piperidine-1-carbonyl]pyrazolo[1,5-a]pyrimidine-3-sulfonamide (0.10 g, 0.19 mmol) obtained in Example 31 step 5 and cyclopropylisocyanate (0.048 g, 0.57 mmol) instead of ethylisocyanate, and in the same manner as in Example 7, the title compound (0.053 g, 62%) was obtained. Starting materials: O=C([O-])[O-], O=C(NCCCCl)c1ccc(OCc2ccccc2)cc1, CCC(C)=O, [K+], [K+], O, Cc1ccc(CC2(O)CCNCC2)cc1. Yields the product Cc1ccc(CC2(O)CCN(CCCNC(=O)c3ccc(OCc4ccccc4)cc3)CC2)cc1. Reaction SMILES: [C:37](=[O:38])([O-:39])[O-:40].[CH2:1]([c:2]1[cH:3][cH:4][cH:5][cH:6][cH:7]1)[O:8][c:9]1[cH:10][cH:11][c:12]([C:13](=[O:14])[NH:15][CH2:16][CH2:17][CH2:18][Cl:19])[cH:20][cH:21]1.[CH3:43][C:44](=[O:45])[CH2:46][CH3:47].[K+:41].[K+:42].[OH2:48].[OH:22][C:23]1([CH2:29][c:30]2[cH:31][cH:32][c:33]([CH3:36])[cH:34][cH:35]2)[CH2:24][CH2:25][NH:26][CH2:27][CH2:28]1>>[CH2:1]([c:2]1[cH:3][cH:4][cH:5][cH:6][cH:7]1)[O:8][c:9]1[cH:10][cH:11][c:12]([C:13](=[O:14])[NH:15][CH2:16][CH2:17][CH2:18][N:26]2[CH2:25][CH2:24][C:23]([OH:22])([CH2:29][c:30]3[cH:31][cH:32][c:33]([CH3:36])[cH:34][cH:35]3)[CH2:28][CH2:27]2)[cH:20][cH:21]1. Starting materials: C(C)C1=NC2=C(N1CC1=CC=C(C=C1)C1=C(C=CC=C1)C#N)C=C(C=C2)C2=NC1=C(N2C)C=CC=C1 (4'-[[2-ethyl-6-(1-methyl-benzimidazol-2-yl)-benzimidazol-1-yl]methyl]-2-cyano-biphenyl), [N-]=[N+]=[N-].[Na+] (sodium azide). Solvent: CN(C=O)C (dimethylformamide). Yields the product C(C)C1=NC2=C(N1CC1=CC=C(C=C1)C1=C(C=CC=C1)C1=NN=NN1)C=C(C=C2)C2=NC1=C(N2C)C=CC=C1 (4'-[[2-Ethyl-6-(1-methylbenzimidazol-2-yl)-benzimidazol-1-yl]methyl]-2-(1H-tetrazol-5-yl)-biphenyl). RXN SMILES: [CH2:1]([C:3]1[N:7]([CH2:8][C:9]2[CH:14]=[CH:13][C:12]([C:15]3[CH:20]=[CH:19][CH:18]=[CH:17][C:16]=3[C:21]#[N:22])=[CH:11][CH:10]=2)[C:6]2[CH:23]=[C:24]([C:27]3[N:31]([CH3:32])[C:30]4[CH:33]=[CH:34][CH:35]=[CH:36][C:29]=4[N:28]=3)[CH:25]=[CH:26][C:5]=2[N:4]=1)[CH3:2].[N-:37]=[N+:38]=[N-:39].[Na+]>CN(C)C=O>[CH2:1]([C:3]1[N:7]([CH2:8][C:9]2[CH:10]=[CH:11][C:12]([C:15]3[CH:20]=[CH:19][CH:18]=[CH:17][C:16]=3[C:21]3[NH:39][N:38]=[N:37][N:22]=3)=[CH:13][CH:14]=2)[C:6]2[CH:23]=[C:24]([C:27]3[N:31]([CH3:32])[C:30]4[CH:33]=[CH:34][CH:35]=[CH:36][C:29]=4[N:28]=3)[CH:25]=[CH:26][C:5]=2[N:4]=1)[CH3:2] |f:1.2|. Procedure: Prepared analogously to Example 41 from 4'-[[2-ethyl-6-(1-methyl-benzimidazol-2-yl)-benzimidazol-1-yl]methyl]-2-cyano-biphenyl and sodium azide in dimethylformamide. Reactants: O (water), Cl.NC1=CC(=C(C=C1Cl)O)Cl (4-amino-2,5-dichlorophenol hydrochloride), ClC(=C(F)F)F (chlorotrifluoroethylene), [OH-].[K+] (potassium hydroxide). Run in CN(C=O)C (dimethylformamide). Conditions: temperature 90 celsius, time 5 minute. Yields the product ClC(C(OC1=CC(=C(C=C1Cl)N)Cl)(F)F)F (4-(2-chloro-1,1,2-trifluoroethoxy)-2,5-dichlorobenzenamine). The yield is 59.0%. RXN SMILES: Cl.[NH2:2][C:3]1[C:8]([Cl:9])=[CH:7][C:6]([OH:10])=[C:5]([Cl:11])[CH:4]=1.[OH-].[K+].[Cl:14][C:15]([F:19])=[C:16]([F:18])[F:17].O>CN(C)C=O>[Cl:14][CH:15]([F:19])[C:16]([F:18])([F:17])[O:10][C:6]1[C:5]([Cl:11])=[CH:4][C:3]([NH2:2])=[C:8]([Cl:9])[CH:7]=1 |f:0.1,2.3|. Reported procedure: A solution of 25 g (0.12 mole) of 4-amino-2,5-dichlorophenol hydrochloride in 200 ml dimethylformamide was placed in a 500 ml 3-necked round bottom flask, fitted with a mechanical stirrer, thermometer, reflux condenser and sparger, and 13.4 g (0.24 mole) of potassium hydroxide pellets ground to powder were added. The mixture was heated to 90° C. with stirring under a nitrogen blanket. Then 21 g (0.18 mole) chlorotrifluoroethylene was bubbled in, while stirring and heating at 90° to 100° C., in a...